This data is from the Open Reaction Database (ORD), a public repository of structured organic reaction records. The task is: describe an organic reaction: reactants, conditions, products, and yield Reactants: O=C(c1ncc[nH]1)c1ncc[nH]1, ClCCl, CC(C)(O)C(N)c1ccccc1. The product is CC1(C)OC(=O)NC1c1ccccc1. RXN SMILES: [C:13](=[O:14])([c:15]1[nH:16][cH:17][cH:18][n:19]1)[c:20]1[nH:21][cH:22][cH:23][n:24]1.[Cl:25][CH2:26][Cl:27].[NH2:1][CH:2]([C:3]([CH3:4])([OH:5])[CH3:6])[c:7]1[cH:8][cH:9][cH:10][cH:11][cH:12]1>>[NH:1]1[CH:2]([c:7]2[cH:8][cH:9][cH:10][cH:11][cH:12]2)[C:3]([CH3:4])([CH3:6])[O:5][C:13]1=[O:14]. The reactants are C(=S)=S (CS2), [OH-].[Na+] (NaOH), COC(C1=C(C(=C(C(=C1)N)SCC[Si](C)(C)C)Cl)N)=O (2,5-Diamino-3-chloro-4-(2-trimethylsilanyl-ethylsulfanyl)-benzoic acid methyl ester), thiol, COC(C1=C(C(=C(C(=C1)N)S)Cl)N)=O (2,5-diamino-3-chloro-4-mercapto-benzoic acid methyl ester). Solvent: CCO (EtOH). The product is COC(=O)C=1C(=C(C2C(N=C(S2)S)C1)Cl)N (6-amino-7-chloro-2-mercapto-3a,7a-dihydro-benzothiazole-5-carboxylic acid methyl ester). RXN SMILES: [CH3:1][O:2][C:3](=[O:20])[C:4]1[CH:9]=[C:8]([NH2:10])[C:7]([S:11][CH2:12]C[Si](C)(C)C)=[C:6]([Cl:18])[C:5]=1[NH2:19].COC(=O)C1C=C(N)C([SH:31])=C(Cl)C=1N.C(=S)=S.[OH-].[Na+]>CCO>[CH3:1][O:2][C:3]([C:4]1[C:5]([NH2:19])=[C:6]([Cl:18])[CH:7]2[S:11][C:12]([SH:31])=[N:10][CH:8]2[CH:9]=1)=[O:20] |f:3.4|. Procedure: This compound is synthesized as reported in U.S. Pat. No. 4,454,148. 2,5-Diamino-3-chloro-4-(2-trimethylsilanyl-ethylsulfanyl)-benzoic acid methyl ester (step d in example H17) is used as starting material and after thiol deprotection (step f in example H17), the crude 2,5-diamino-3-chloro-4-mercapto-benzoic acid methyl ester is cyclized with CS2, NaOH in EtOH at 70° C. The crude is directly used in the next step without further purification; LC/MS: 275/277 (M+1)+. Reactants: CN(c1ccncc1[N+](=O)[O-])n1cccc1C=O, [Cl-], Cl, [Na+], C1CCOC1, [OH-], O, O. Product: CN1c2ccncc2N=Cc2cccn21. As a reaction SMILES: [CH3:5][N:6]([c:7]1[c:8]([N+:13]([O-:15])=[O:22])[cH:9][n:10][cH:11][cH:12]1)[n:16]1[c:17]([CH:21]=[O:14])[cH:18][cH:19][cH:20]1.[Cl-:4].[ClH:1].[Na+:24].[O:25]1[CH2:26][CH2:27][CH2:28][CH2:29]1.[OH-:23].[OH2:2].[OH2:3]>>[CH3:5][N:6]1[c:7]2[c:8]([cH:9][n:10][cH:11][cH:12]2)[N:13]=[CH:21][c:17]2[n:16]1[cH:20][cH:19][cH:18]2. Reactants: Br (hydrobromic acid), COC1=CC=C2C=CC=C(C2=C1)CC(=O)O (2-(7-methoxynaphth-1-yl)acetic acid). The solvent is C(C)(=O)O (acetic acid). Yields the product OC1=CC=C2C=CC=C(C2=C1)CC(=O)O (2-(7-Hydroxynaphth-1-yl)acetic acid). Reaction SMILES: Br.C[O:3][C:4]1[CH:13]=[C:12]2[C:7]([CH:8]=[CH:9][CH:10]=[C:11]2[CH2:14][C:15]([OH:17])=[O:16])=[CH:6][CH:5]=1>C(O)(=O)C>[OH:3][C:4]1[CH:13]=[C:12]2[C:7]([CH:8]=[CH:9][CH:10]=[C:11]2[CH2:14][C:15]([OH:17])=[O:16])=[CH:6][CH:5]=1. Procedure details: In a 250 ml round-bottomed flask, dissolve 2-(7-methoxynaphth-1-yl)acetic acid in acetic acid. Add hydrobromic acid and reflux the reaction mixture for 4 hours. Remove the acetic acid and hydrobromic acid by evaporation under reduced pressure. Take up the solid in water and suction it off. Wash the precipitate with petroleum ether and recrystallise it from toluene. Reaction SMILES: Cl[C:2]1[CH:13]=[CH:12][C:5]([CH2:6][N:7]([CH2:9][C:10]#[CH:11])[CH3:8])=[CH:4][CH:3]=1.ClC1C=CC=CC=1CN(CC#C)C>>[CH2:6]([N:7]([CH2:9][C:10]#[CH:11])[CH3:8])[C:5]1[CH:12]=[CH:13][CH:2]=[CH:3][CH:4]=1. The reactants are ClC1=CC=C(CN(C)CC#C)C=C1 (N-(4-chlorobenzyl)-N-methyl-2-propinylamine), ClC1=C(CN(C)CC#C)C=CC=C1 (N-(2-chlorobenzyl)-N-methyl-2-propinylamine). Procedure details: N-(4-chlorobenzyl)-N-methyl-2-propinylamine; N-(2-chlorobenzyl)-N-methyl-2-propinylamine; Product: C(C1=CC=CC=C1)N(C)CC#C (N-benzyl-N-methyl-2-propinylamine). Starting materials: FC1=C(C=CC(=C1)F)NC=1C=C(C=CC1[N+](=O)[O-])C1(OCCO1)C (2-[3-(2,4-difluorophenylamino)-4-nitrophenyl]-2-methyl-1,3-dioxolane), Cl (hydrochloric acid). Solvent: CC(=O)C (acetone). Run at time 8 hour. Product: FC1=C(C=CC(=C1)F)NC=1C=C(C=CC1[N+](=O)[O-])C(C)=O (3'-(2,4-difluorophenylamino)-4'-nitroacetophenone). Isolated yield 97.8%. As a reaction SMILES: [F:1][C:2]1[CH:7]=[C:6]([F:8])[CH:5]=[CH:4][C:3]=1[NH:9][C:10]1[CH:11]=[C:12]([C:19]2([CH3:24])OCC[O:20]2)[CH:13]=[CH:14][C:15]=1[N+:16]([O-:18])=[O:17].Cl>CC(C)=O>[F:1][C:2]1[CH:7]=[C:6]([F:8])[CH:5]=[CH:4][C:3]=1[NH:9][C:10]1[CH:11]=[C:12]([C:19](=[O:20])[CH3:24])[CH:13]=[CH:14][C:15]=1[N+:16]([O-:18])=[O:17]. Reported procedure: A mixture of 2-[3-(2,4-difluorophenylamino)-4-nitrophenyl]-2-methyl-1,3-dioxolane (10 g) and 3N-hydrochloric acid (20 ml) in acetone (40 ml) was stirred overnight at room temperature. The mixture was concentrated under reduced pressure. To the residue were added a saturated aqueous solution of sodium bicarbonate and ethyl acetate. The organic layer was dried and concentrated to give an oil of 3'-(2,4-difluorophenylamino)-4'-nitroacetophenone (8.5 g). Reactants: C#CCN, CC(Cl)Cl, ClCCl, O=Cc1ccc(F)c(F)c1. The product is C#CCNCc1ccc(F)c(F)c1. As a reaction SMILES: [CH2:11]([C:12]#[CH:13])[NH2:14].[Cl:15][CH:16]([Cl:17])[CH3:18].[Cl:19][CH2:20][Cl:21].[F:1][c:2]1[cH:3][c:4]([CH:5]=[O:6])[cH:7][cH:8][c:9]1[F:10]>>[F:1][c:2]1[cH:3][c:4]([CH2:5][NH:14][CH2:11][C:12]#[CH:13])[cH:7][cH:8][c:9]1[F:10].